This data is from the Open Reaction Database (ORD), a public repository of structured organic reaction records. The task is: describe an organic reaction: reactants, conditions, products, and yield Reactants: CCO, Cl, [Na+], [OH-], CCOC(=O)CCCCON=C(c1cccnc1)c1cccc(C(F)(F)F)c1. Product: O=C(O)CCCCON=C(c1cccnc1)c1cccc(C(F)(F)F)c1. As a reaction SMILES: [CH3:32][CH2:33][OH:34].[ClH:31].[Na+:30].[OH-:29].[n:1]1[cH:2][c:3]([C:7]([c:8]2[cH:9][c:10]([C:14]([F:15])([F:16])[F:17])[cH:11][cH:12][cH:13]2)=[N:18][O:19][CH2:20][CH2:21][CH2:22][CH2:23][C:24](=[O:25])[O:26][CH2:27][CH3:28])[cH:4][cH:5][cH:6]1>>[n:1]1[cH:2][c:3]([C:7]([c:8]2[cH:9][c:10]([C:14]([F:15])([F:16])[F:17])[cH:11][cH:12][cH:13]2)=[N:18][O:19][CH2:20][CH2:21][CH2:22][CH2:23][C:24](=[O:25])[OH:26])[cH:4][cH:5][cH:6]1. Starting materials: FC=1C=C2C(=[N+](C1)[O-])NC=C2 (5-fluoro-1H-pyrrolo[2,3-b]pyridine-7-oxide), P(=O)(Cl)(Cl)Cl (phosphorus oxychloride), O=P(Cl)(Cl)Cl (POCl3), C(O)([O-])=O.[Na+] (sodium hydrogen carbonate). Yields the product ClC1=C2C(=NC=C1F)NC=C2 (4-chloro-5-fluoro-1H-pyrrolo[2,3-b]pyridine). Reaction SMILES: [F:1][C:2]1[CH:3]=[C:4]2[CH:11]=[CH:10][NH:9][C:5]2=[N+:6]([O-])[CH:7]=1.C(=O)([O-])O.[Na+].P(Cl)(Cl)([Cl:19])=O>>[Cl:19][C:3]1[C:2]([F:1])=[CH:7][N:6]=[C:5]2[NH:9][CH:10]=[CH:11][C:4]=12 |f:1.2|. Reported procedure: A solution of 1.7 g of 5-fluoro-1H-pyrrolo[2,3-b]pyridine-7-oxide in 10 cm3 of phosphorus oxychloride is maintained at the reflux point of the POCl3 for 8 hours. After distilling off the POCl3 under vacuum, the residue is treated with 50 g of ice, and the pH of the solution obtained is brought in the region of 8-9 by addition of sodium hydrogen carbonate. The aqueous phase is extracted with five times 80 cm3 of ethyl acetate. The combined organic phases are then dried over magnesium sulfate, fil... The reactants are C(CCCCCCCCCCCCCCC)(=O)NC1=CC=C(S1)C(=O)OCC (ethyl 5-hexadecanamido-2-thiophenecarboxylate), B (borane), Cl (hydrochloric acid). Reported procedure: To 1.1 g. of ethyl 5-hexadecanamido-2-thiophenecarboxylate is added 5 ml. 1 M borane in tetrahydrofuran. The reaction mixture is refluxed for 1 hour. After cooling, the reaction mixture is poured into 50 ml. of 1 N hydrochloric acid. The solid is collected and then recrystallized from both carbon tetrachloride and ethanol to yield the product. Solvent: O1CCCC1 (tetrahydrofuran). Yields the product C(CCCCCCCCCCCCCCC)NC1=CC=C(S1)C(=O)OCC (ethyl 5-hexadecylamino-2-thiophenecarboxylate). Reaction SMILES: [C:1]([NH:18][C:19]1[S:23][C:22]([C:24]([O:26][CH2:27][CH3:28])=[O:25])=[CH:21][CH:20]=1)(=O)[CH2:2][CH2:3][CH2:4][CH2:5][CH2:6][CH2:7][CH2:8][CH2:9][CH2:10][CH2:11][CH2:12][CH2:13][CH2:14][CH2:15][CH3:16].B.Cl>O1CCCC1>[CH2:1]([NH:18][C:19]1[S:23][C:22]([C:24]([O:26][CH2:27][CH3:28])=[O:25])=[CH:21][CH:20]=1)[CH2:2][CH2:3][CH2:4][CH2:5][CH2:6][CH2:7][CH2:8][CH2:9][CH2:10][CH2:11][CH2:12][CH2:13][CH2:14][CH2:15][CH3:16]. Starting materials: N1(CCCC1)CCCOC1=CC=C(C=C1)C1(CCOCC1)C(=O)N (4-[4-(3-Pyrrolidin-1-ylpropoxy)phenyl]tetrahydro-2H-pyran-4-carboxylic acid amide), COC(N(C)C)OC (N,N-dimethylformamide dimethyl acetal). Yields the product CN(C)C=NC(=O)C1(CCOCC1)C1=CC=C(C=C1)OCCCN1CCCC1 (N-[(dimethylamino)methylene]-4-[4-(3-pyrrolidin-1-ylpropoxy)phenyl]tetrahydro-2H-pyran-4-carboxamide). The yield is 100.0%. Reaction SMILES: [N:1]1([CH2:6][CH2:7][CH2:8][O:9][C:10]2[CH:15]=[CH:14][C:13]([C:16]3([C:22]([NH2:24])=[O:23])[CH2:21][CH2:20][O:19][CH2:18][CH2:17]3)=[CH:12][CH:11]=2)[CH2:5][CH2:4][CH2:3][CH2:2]1.CO[CH:27](OC)[N:28]([CH3:30])[CH3:29]>>[CH3:27][N:28]([CH:30]=[N:24][C:22]([C:16]1([C:13]2[CH:14]=[CH:15][C:10]([O:9][CH2:8][CH2:7][CH2:6][N:1]3[CH2:5][CH2:4][CH2:3][CH2:2]3)=[CH:11][CH:12]=2)[CH2:21][CH2:20][O:19][CH2:18][CH2:17]1)=[O:23])[CH3:29]. Procedure: 4-[4-(3-Pyrrolidin-1-ylpropoxy)phenyl]tetrahydro-2H-pyran-4-carboxylic acid amide (0.561 g, 1.69 mmol) and N,N-dimethylformamide dimethyl acetal (5 mL) were combined and heated at reflux for 4 hours. The reaction mixture was concentrated in vacuo and azeotroped with toluene (2×10 mL) to provide the title compound (0.655 g, 100%) as a brown solid. 1H NMR (400 MHz, CDCl3) δ 1.80-1.85 (m, 4H), 1.85-1.95 (m, 2H), 2.0-2.10 (m, 2H), 2.6-2.78 (m, 8H), 3.0 (s, 3H), 3.05 (s, 3H), 3.60 (m, 2H), 3.90 (m, 2... Reactants: teflon, C1(CCCCC1)N=C=NC1CCCCC1 (dicyclohexylcarbodiimide), C(C1=CC=CC=C1)OP(OCC1=CC=CC=C1)(O)=O (dibenzylphosphoric acid), O (water), C(C1=CC=CC=C1)OP(OCC1=CC=CC=C1)(O)=O (DBP). Solvent: C1CCOC1 (THF). Run at time 30 minute. Product: C(=O)(NC1CCCCC1)NC1CCCCC1 (dicyclohexylurea). Reaction SMILES: C([O:8]P(=O)(O)OCC1C=CC=CC=1)C1C=CC=CC=1.[CH:20]1([N:26]=[C:27]=[N:28][CH:29]2[CH2:34][CH2:33][CH2:32][CH2:31][CH2:30]2)[CH2:25][CH2:24][CH2:23][CH2:22][CH2:21]1.O>C1COCC1>[C:27]([NH:26][CH:20]1[CH2:21][CH2:22][CH2:23][CH2:24][CH2:25]1)([NH:28][CH:29]1[CH2:34][CH2:33][CH2:32][CH2:31][CH2:30]1)=[O:8]. Procedure details: A flask fitted with a nitrogen inlet, overhead stirrer, teflon-coated thermocouple probe, and pressure-equalizing addition funnel was charged with 350 milliliters of dry (water content ≤50 μg/mL), peroxide-free tetrahydrofuran, followed by 50.0 grams (174 millimoles) of dibenzylphosphoric acid (DBP), and the resulting mixture was stirred until the solid dissolved (about 10-15 minutes). A solution of 18.9 grams (91.6 millimoles) of dicyclohexylcarbodiimide (DCC) in 215 milliliters of THF was adde... The reactants are C([O-])([O-])=O.[Na+].[Na+] (sodium carbonate), CN(C1=CC=C(C(C2=CC=C(C=C2)N(C)C)C2=C(C(=O)O)C=C(C=C2)N(C)C)C=C1)C (2-[4,4'-bis-(dimethylamino)-benzhydryl]-5-dimethylaminobenzoic acid), OC1=C(C=C(C=C1)[N+](=O)[O-])N=NC1=C(C(=CC2=CC(=CC=C12)S(=O)(=O)O)S(=O)(=O)O)O (1-[(2-hydroxy-5-nitrophenyl)azo]-2-hydroxynaphthalene-3,6-disulfonic acid), O=O (oxygen). Run at temperature 90 celsius. The product is 40.9, CN(C1=CC=C(C=C1)C1(OC(=O)C2=CC(=CC=C12)N(C)C)C1=CC=C(C=C1)N(C)C)C (3,3-bis-(4-dimethylaminophenyl)-6-dimethylaminophthalide). RXN SMILES: C(=O)([O-])[O-].[Na+].[Na+].[CH3:7][N:8]([CH3:37])[C:9]1[CH:36]=[CH:35][C:12]([CH:13]([C:23]2[CH:31]=[CH:30][C:29]([N:32]([CH3:34])[CH3:33])=[CH:28][C:24]=2[C:25]([OH:27])=[O:26])[C:14]2[CH:19]=[CH:18][C:17]([N:20]([CH3:22])[CH3:21])=[CH:16][CH:15]=2)=[CH:11][CH:10]=1.OC1C=CC([N+]([O-])=O)=CC=1N=NC1C2C(=CC(S(O)(=O)=O)=CC=2)C=C(S(O)(=O)=O)C=1O.O=O>>[CH3:22][N:20]([CH3:21])[C:17]1[CH:16]=[CH:15][C:14]([C:13]2([C:12]3[CH:11]=[CH:10][C:9]([N:8]([CH3:7])[CH3:37])=[CH:36][CH:35]=3)[C:23]3[C:24](=[CH:28][C:29]([N:32]([CH3:34])[CH3:33])=[CH:30][CH:31]=3)[C:25](=[O:27])[O:26]2)=[CH:19][CH:18]=1 |f:0.1.2|. Procedure details: In accordance with the process of Example 1, the aqueous solution containing sodium carbonate and 2-[4,4'-bis-(dimethylamino)-benzhydryl]-5-dimethylaminobenzoic acid and cobalt complex of 1-[(2-hydroxy-5-nitrophenyl)azo]-2-hydroxynaphthalene-3,6-disulfonic acid, was heated at 90° C. and 1.6 wt. parts of oxygen was fed into it under the atmospheric pressure during 5 hours, and the precipitate was separated by a filtration and washed with a dilute aqueous solution of sodium hydroxide and with wate... The reactants are C, C[Si](C)(C)c1cc(C(=O)Nc2ccc(C=CC(=O)O)cc2)cc([Si](C)(C)C)c1, CO, [H][H], [Pd]. The product is C[Si](C)(C)c1cc(C(=O)Nc2ccc(CCC(=O)O)cc2)cc([Si](C)(C)C)c1. RXN SMILES: [C:33].[CH3:1][Si:2]([c:3]1[cH:4][c:5]([C:6](=[O:7])[NH:8][c:9]2[cH:10][cH:11][c:12]([CH:13]=[CH:14][C:15](=[O:16])[OH:17])[cH:18][cH:19]2)[cH:20][c:21]([Si:23]([CH3:24])([CH3:25])[CH3:26])[cH:22]1)([CH3:27])[CH3:28].[CH3:31][OH:32].[H:29][H:30].[Pd:34]>>[CH3:1][Si:2]([c:3]1[cH:4][c:5]([C:6](=[O:7])[NH:8][c:9]2[cH:10][cH:11][c:12]([CH2:13][CH2:14][C:15](=[O:16])[OH:17])[cH:18][cH:19]2)[cH:20][c:21]([Si:23]([CH3:24])([CH3:25])[CH3:26])[cH:22]1)([CH3:27])[CH3:28]. The reactants are CS(C)=O, CCOC(C)=O, OCc1nn(C2CCCCO2)c2cc(Cl)ccc12, O. Yields the product O=Cc1nn(C2CCCCO2)c2cc(Cl)ccc12. As a reaction SMILES: [CH3:19][S:20]([CH3:21])=[O:22].[CH3:23][CH2:24][O:25][C:26]([CH3:27])=[O:28].[Cl:1][c:2]1[cH:3][cH:4][c:5]2[c:6]([CH2:17][OH:18])[n:7][n:8]([CH:11]3[O:12][CH2:13][CH2:14][CH2:15][CH2:16]3)[c:9]2[cH:10]1.[OH2:29]>>[Cl:1][c:2]1[cH:3][cH:4][c:5]2[c:6]([CH:17]=[O:18])[n:7][n:8]([CH:11]3[O:12][CH2:13][CH2:14][CH2:15][CH2:16]3)[c:9]2[cH:10]1.